Dataset: the Open Reaction Database (ORD), a public repository of structured organic reaction records. Task: describe an organic reaction: reactants, conditions, products, and yield Reactants: C(C(=O)Cl)(=O)Cl (oxalyl chloride), formula III, acid chloride, C(C1=CC=CC=C1)N1CCN(CC1)C(=O)C1OCCCC1 (N-benzyl-N'-(tetrahydropyran-2-carbonyl)piperazine), [Na+].O1C(CCC=C1)C(=O)[O-] (3,4-dihydro-2H-pyran-2 carboxylic acid sodium salt), O1C(CCCC1)C(=O)O (tetrahydro-pyran-2-carboxylic acid), C(C1=CC=CC=C1)N1CCNCC1 (N-benzyl piperazine). Product: O1C(CCCC1)C(=O)N1CCNCC1 (N-(tetrahydro-pyran-2-carbonyl)piperazine). RXN SMILES: [Na+].O1C=CCCC1C([O-])=O.O1CCCCC1C(O)=O.C(Cl)(=O)C(Cl)=O.C(N1CCNCC1)C1C=CC=CC=1.C([N:46]1[CH2:51][CH2:50][N:49]([C:52]([CH:54]2[CH2:59][CH2:58][CH2:57][CH2:56][O:55]2)=[O:53])[CH2:48][CH2:47]1)C1C=CC=CC=1>>[O:55]1[CH2:56][CH2:57][CH2:58][CH2:59][CH:54]1[C:52]([N:49]1[CH2:50][CH2:51][NH:46][CH2:47][CH2:48]1)=[O:53] |f:0.1|. Procedure: To prepare the compound of formula III, the 3,4-dihydro-2H-pyran-2 carboxylic acid sodium salt is hydrogenated to the tetrahydro-pyran-2-carboxylic acid. This compound converted to the acid chloride with oxalyl chloride and is then treated with N-benzyl piperazine. The resultant N-benzyl-N'-(tetrahydropyran-2-carbonyl)piperazine is hydrogenated to give N-(tetrahydro-pyran-2-carbonyl)piperazine. This compound is reacted with the known compound 4-amino-2-chloro-6,7-dimethoxyquinazoline to give the... The reactants are Cn1c(=O)[nH]c2cc(F)ccc21, [H-], CC(C)(CCCI)[N+](=O)[O-], [Na+], CN(C)C=O. Yields the product Cn1c(=O)n(CCCC(C)(C)[N+](=O)[O-])c2cc(F)ccc21. RXN SMILES: [F:13][c:14]1[cH:15][c:16]2[c:17]([n:18]([CH3:22])[c:19](=[O:21])[nH:20]2)[cH:23][cH:24]1.[H-:1].[I:3][CH2:4][CH2:5][CH2:6][C:7]([CH3:8])([N+:9](=[O:10])[O-:11])[CH3:12].[Na+:2].[O:25]=[CH:26][N:27]([CH3:28])[CH3:29]>>[CH2:4]([CH2:5][CH2:6][C:7]([CH3:8])([N+:9](=[O:10])[O-:11])[CH3:12])[n:20]1[c:16]2[cH:15][c:14]([F:13])[cH:24][cH:23][c:17]2[n:18]([CH3:22])[c:19]1=[O:21]. Procedure details: Following the method described in Example 14, 3-benzyl-7-dimethylaminomethylene-3-aza-bicyclo[3.2.1]octan-6-one and 2-pyridyl hydrazine were converted to the title compound in 7.6% overall yield. APCl MS m/z 227.2 (M+H)+. Yields the product N1=C(C=CC=C1)N1C=2C3CNCC(C2C=N1)C3 (3-Pyridin-2-yl-3,4,9-triaza-tricyclo[5.3.1.02,6]undeca-2(6),4-diene). RXN SMILES: C([N:8]1[CH2:14][CH:13]2[CH2:15][CH:10]([C:11](=[CH:17][N:18](C)C)[C:12]2=O)[CH2:9]1)C1C=CC=CC=1.[N:21]1[CH:26]=[CH:25][CH:24]=[CH:23][C:22]=1[NH:27]N>>[N:21]1[CH:26]=[CH:25][CH:24]=[CH:23][C:22]=1[N:27]1[N:18]=[CH:17][C:11]2[CH:10]3[CH2:15][CH:13]([CH2:14][NH:8][CH2:9]3)[C:12]1=2. Starting materials: C(C1=CC=CC=C1)N1CC2C(C(C(C1)C2)=O)=CN(C)C (3-benzyl-7-dimethylaminomethylene-3-aza-bicyclo[3.2.1]octan-6-one), N1=C(C=CC=C1)NN (2-pyridyl hydrazine). Reactants: N(=NC(=O)OC(C)C)C(=O)OC(C)C (diisopropyl azodicarboxylate), COC(C=1C(C(=O)OC)=C(C=CC1)O)=O (3-hydroxyphthalic acid dimethyl ester), O1COC2=C1C=CC(=C2)CO (benzo[1,3]dioxol-5-yl-methanol), C1(=CC=CC=C1)P(C1=CC=CC=C1)C1=CC=CC=C1 (triphenyl phosphine). Run in C1CCOC1 (THF). Run at time 8 hour. Product: COC(C=1C(C(=O)OC)=C(C=CC1)OCC1=CC2=C(OCO2)C=C1)=O (3-(benzo[1,3]dioxol-5-ylmethoxy)-phthalic acid dimethyl ester). The yield is 102.9%. Reaction SMILES: [CH3:1][O:2][C:3](=[O:15])[C:4]1[C:5](=[C:10]([OH:14])[CH:11]=[CH:12][CH:13]=1)[C:6]([O:8][CH3:9])=[O:7].[O:16]1[C:20]2[CH:21]=[CH:22][C:23]([CH2:25]O)=[CH:24][C:19]=2[O:18][CH2:17]1.C1(P(C2C=CC=CC=2)C2C=CC=CC=2)C=CC=CC=1.N(C(OC(C)C)=O)=NC(OC(C)C)=O>C1COCC1>[CH3:1][O:2][C:3](=[O:15])[C:4]1[C:5](=[C:10]([O:14][CH2:25][C:23]2[CH:22]=[CH:21][C:20]3[O:16][CH2:17][O:18][C:19]=3[CH:24]=2)[CH:11]=[CH:12][CH:13]=1)[C:6]([O:8][CH3:9])=[O:7]. Procedure: To a stirred suspension of 3-hydroxyphthalic acid dimethyl ester (1.0 g, 4.8 mmol), benzo[1,3]dioxol-5-yl-methanol (1.4 g, 9.5 mmol), and polymer-supported triphenyl phosphine (3.0 g, 9.5 mmol) in THF (30 mL) in an ice-bath was slowly added diisopropyl azodicarboxylate (1.9 mL, 9.5 mmol) and stirred at r.t. overnight. The mixture was filtered and the filter was washed with ethyl acetate (10 mL). The filtrate was evaporated and the residue was purified by flash column chromatography (EtOAc/Hexane... Starting materials: [BH4-], C1CCOC1, CN(C(=O)C(C)(C)c1cc(C(F)(F)F)cc(C(F)(F)F)c1)c1cnc(N2CC3COCCN3CC2CO[Si](C)(C)C(C)(C)C)cc1-c1ccccc1C=O, [Na+]. Product: CN(C(=O)C(C)(C)c1cc(C(F)(F)F)cc(C(F)(F)F)c1)c1cnc(N2CC3COCCN3CC2CO[Si](C)(C)C(C)(C)C)cc1-c1ccccc1CO. Reaction SMILES: [BH4-:55].[CH2:57]1[O:58][CH2:59][CH2:60][CH2:61]1.[F:1][C:2]([c:3]1[cH:4][c:5]([C:13]([C:14](=[O:15])[N:16]([CH3:17])[c:18]2[cH:19][n:20][c:21]([N:32]3[CH2:33][CH:34]4[CH2:35][O:36][CH2:37][CH2:38][N:39]4[CH2:40][CH:41]3[CH2:42][O:43][Si:44]([CH3:45])([CH3:46])[C:47]([CH3:48])([CH3:49])[CH3:50])[cH:22][c:23]2-[c:24]2[c:25]([CH:30]=[O:31])[cH:26][cH:27][cH:28][cH:29]2)([CH3:51])[CH3:52])[cH:6][c:7]([C:9]([F:10])([F:11])[F:12])[cH:8]1)([F:53])[F:54].[Na+:56]>>[F:1][C:2]([c:3]1[cH:4][c:5]([C:13]([C:14](=[O:15])[N:16]([CH3:17])[c:18]2[cH:19][n:20][c:21]([N:32]3[CH2:33][CH:34]4[CH2:35][O:36][CH2:37][CH2:38][N:39]4[CH2:40][CH:41]3[CH2:42][O:43][Si:44]([CH3:45])([CH3:46])[C:47]([CH3:48])([CH3:49])[CH3:50])[cH:22][c:23]2-[c:24]2[c:25]([CH2:30][OH:31])[cH:26][cH:27][cH:28][cH:29]2)([CH3:51])[CH3:52])[cH:6][c:7]([C:9]([F:10])([F:11])[F:12])[cH:8]1)([F:53])[F:54].